Dataset: the Open Reaction Database (ORD), a public repository of structured organic reaction records. Task: describe an organic reaction: reactants, conditions, products, and yield Reactants: [Si](C1=CC=CC=C1)(C1=CC=CC=C1)(C(C)(C)C)OCC1=NC=C(C(=C1N1C[C@H](O[C@H](C1)C)C)Cl)F ((2R,6S)-4-(2-((tert-butyldiphenylsilyloxy)methyl)-4-chloro-5-fluoropyridin-3-yl)-2,6-dimethylmorpholine), [Si](C1=CC=CC=C1)(C1=CC=CC=C1)(C(C)(C)C)OCC1=NC=C(C(=C1N1C[C@H](O[C@H](C1)C)C)Cl)F ((2R,6S)-4-(2-((tert-butyldiphenylsilyloxy)methyl)-4-chloro-5-fluoropyridin-3-yl)-2,6-dimethylmorpholine), CON(C(=O)C1=NC=CN=C1)C (N-methoxy-N-methylpyrazine-2-carboxamide). The product is [Si](C1=CC=CC=C1)(C1=CC=CC=C1)(C(C)(C)C)OCC1=C(C(=C(C(=N1)C(=O)C1=NC=CN=C1)F)Cl)N1C[C@H](O[C@H](C1)C)C ((6-((tert-butyldiphenylsilyloxy)methyl)-4-chloro-5-((2R,6S)-2,6-dimethylmorpholino)-3-fluoropyridin-2-yl)(pyrazin-2-yl)methanone). As a reaction SMILES: [Si:1]([O:18][CH2:19][C:20]1[C:25]([N:26]2[CH2:31][C@H:30]([CH3:32])[O:29][C@H:28]([CH3:33])[CH2:27]2)=[C:24]([Cl:34])[C:23]([F:35])=[CH:22][N:21]=1)([C:14]([CH3:17])([CH3:16])[CH3:15])([C:8]1[CH:13]=[CH:12][CH:11]=[CH:10][CH:9]=1)[C:2]1[CH:7]=[CH:6][CH:5]=[CH:4][CH:3]=1.CON(C)[C:39]([C:41]1[CH:46]=[N:45][CH:44]=[CH:43][N:42]=1)=[O:40]>>[Si:1]([O:18][CH2:19][C:20]1[N:21]=[C:22]([C:39]([C:41]2[CH:46]=[N:45][CH:44]=[CH:43][N:42]=2)=[O:40])[C:23]([F:35])=[C:24]([Cl:34])[C:25]=1[N:26]1[CH2:31][C@H:30]([CH3:32])[O:29][C@H:28]([CH3:33])[CH2:27]1)([C:14]([CH3:17])([CH3:15])[CH3:16])([C:8]1[CH:13]=[CH:12][CH:11]=[CH:10][CH:9]=1)[C:2]1[CH:3]=[CH:4][CH:5]=[CH:6][CH:7]=1. Procedure details: Starting material: (2-((tert-butyldiphenylsilyloxy)methyl)-4-chloro-5-fluoropyridin-3-yl)-2,6-dimethylmorpholine (Intermediate 45) and N-methoxy-N-methylpyrazine-2-carboxamide. Reactants: CC(C)([O-])C.[K+] (Potassium tert-butoxide), FC(CO)(F)F (2,2,2-trifluoroethanol), ClC1=C2N=C(N(C2=NC=N1)C1=CC=C(C=C1)Cl)C1=C(C=C(C=C1)Cl)Cl (6-chloro-9-(4-chlorophenyl)-8-(2,4-dichlorophenyl)-9H-purine). Conditions: time 3 day. Product: ClC1=CC=C(C=C1)N1C2=NC=NC(=C2N=C1C1=C(C=C(C=C1)Cl)Cl)OCC(F)(F)F (9-(4-Chlorophenyl)-8-(2,4-dichlorophenyl)-6-(2,2,2-trifluoro-ethoxy)-9H-purine). As a reaction SMILES: CC(C)([O-])C.[K+].[F:7][C:8]([F:12])([F:11])[CH2:9][OH:10].Cl[C:14]1[N:22]=[CH:21][N:20]=[C:19]2[C:15]=1[N:16]=[C:17]([C:30]1[CH:35]=[CH:34][C:33]([Cl:36])=[CH:32][C:31]=1[Cl:37])[N:18]2[C:23]1[CH:28]=[CH:27][C:26]([Cl:29])=[CH:25][CH:24]=1>>[Cl:29][C:26]1[CH:25]=[CH:24][C:23]([N:18]2[C:17]([C:30]3[CH:35]=[CH:34][C:33]([Cl:36])=[CH:32][C:31]=3[Cl:37])=[N:16][C:15]3[C:19]2=[N:20][CH:21]=[N:22][C:14]=3[O:10][CH2:9][C:8]([F:12])([F:11])[F:7])=[CH:28][CH:27]=1 |f:0.1|. Procedure details: Potassium tert-butoxide (1 M in THF; 0.73 ml, 0.73 mmol) and 2,2,2-trifluoroethanol (2 ml) were stirred at room temperature and to this mixture was added 6-chloro-9-(4-chlorophenyl)-8-(2,4-dichlorophenyl)-9H-purine I-(1A-1)d (100 mg, 0.24 mmol). The reaction mixture was stirred at room temperature for 3 days then quenched with H2O and diluted with chloroform. The organic layer was washed with brine, dried (Na2SO4), filtered, and concentrated under reduced pressure. The crude product was purified...